From a dataset of the Open Reaction Database (ORD), a public repository of structured organic reaction records. describe an organic reaction: reactants, conditions, products, and yield RXN SMILES: [C:3](=[O:4])([O:5][C:6]([CH3:7])([CH3:8])[CH3:9])[N:10]1[CH2:11][CH2:12][N:13]([c:16]2[c:17]([CH2:22][NH:23][S:24](=[O:25])(=[O:26])[CH3:27])[cH:18][cH:19][cH:20][cH:21]2)[CH2:14][CH2:15]1.[CH2:30]1[O:31][CH2:32][CH2:33][CH2:34]1.[CH3:28][I:29].[H-:1].[Na+:2]>>[C:3](=[O:4])([O:5][C:6]([CH3:7])([CH3:8])[CH3:9])[N:10]1[CH2:11][CH2:12][N:13]([c:16]2[c:17]([CH2:22][N:23]([S:24](=[O:25])(=[O:26])[CH3:27])[CH3:28])[cH:18][cH:19][cH:20][cH:21]2)[CH2:14][CH2:15]1. The reactants are CC(C)(C)OC(=O)N1CCN(c2ccccc2CNS(C)(=O)=O)CC1, C1CCOC1, CI, [H-], [Na+]. Product: CN(Cc1ccccc1N1CCN(C(=O)OC(C)(C)C)CC1)S(C)(=O)=O. The reactants are O1C(CCCC1)OCC#CC1C2=C(C=CC3=C1C=CC=C3)C=CC=C2 (5-[3-(2-tetrahydropyranyloxy)-prop-1-ynyl]-5H-dibenzo[a,d]cycloheptene), Cl (hydrochloric acid), [OH-].[NH4+] (ammonium hydroxide). Run in CC(=O)C (acetone). Product: OCC#CC1C2=C(C=CC3=C1C=CC=C3)C=CC=C2 (5-(3-hydroxyprop-1-ynyl)-5H-dibenzo[a,d]cycloheptene). RXN SMILES: O1CCCCC1[O:7][CH2:8][C:9]#[C:10][CH:11]1[C:17]2[CH:18]=[CH:19][CH:20]=[CH:21][C:16]=2[CH:15]=[CH:14][C:13]2[CH:22]=[CH:23][CH:24]=[CH:25][C:12]1=2.Cl.[OH-].[NH4+]>CC(C)=O>[OH:7][CH2:8][C:9]#[C:10][CH:11]1[C:12]2[CH:25]=[CH:24][CH:23]=[CH:22][C:13]=2[CH:14]=[CH:15][C:16]2[CH:21]=[CH:20][CH:19]=[CH:18][C:17]1=2 |f:2.3|. Procedure: This preparation illustrates methods according to step 2 of the process for preparing the compounds of formula A. In this preparation a solution containing 18.3 g. of crude 5-[3-(2-tetrahydropyranyloxy)-prop-1-ynyl]-5H-dibenzo[a,d]cycloheptene in 200 ml. of acetone and 20 ml. of concentrated hydrochloric acid is stirred at room temperature until thin-layer chromatographic analysis of a representative sample indicates hydrolysis to be complete (about 2 hours). The reaction mixture is neutralized ...